This data is from the Open Reaction Database (ORD), a public repository of structured organic reaction records. The task is: describe an organic reaction: reactants, conditions, products, and yield Starting materials: ClC=1C=C(C=CC1OC)CCC(=O)O (3-(3-chloro-4-methoxyphenyl)propanoic acid). Solvent: O (Water). Product: ClC=1C=C2CCC(C2=CC1OC)=O (5-chloro-6-methoxy-2,3-dihydro-1H-inden-1-one). Isolated yield 66.0%. Reaction SMILES: [Cl:1][C:2]1[CH:3]=[C:4]([CH2:10][CH2:11][C:12]([OH:14])=O)[CH:5]=[CH:6][C:7]=1[O:8][CH3:9]>O>[Cl:1][C:2]1[CH:3]=[C:4]2[C:5](=[CH:6][C:7]=1[O:8][CH3:9])[C:12](=[O:14])[CH2:11][CH2:10]2. Procedure details: A solution of 3-(3-chloro-4-methoxyphenyl)propanoic acid (10 g, 46.7 mmol, commercially available) in PPA (100 mL) was stirred for 2 h at 70 C. Water was added to the mixture and extracted with EA twice. The organic phase were combined and dried over anhydrous Na2SO4, concentrated, purified by FC to afford 6 g of the title compound (y=66%).